Dataset: the Open Reaction Database (ORD), a public repository of structured organic reaction records. Task: describe an organic reaction: reactants, conditions, products, and yield Reactants: BrCC1=C(C(N=C(N1)C1=NC=CC=C1)C1=C(C=C(C=C1)F)Cl)C(=O)OCC (Ethyl 6-(bromomethyl)-4-(2-chloro-4-fluorophenyl)-2-(pyridin-2-yl)-1,4-dihydropyrimidine-5-carboxylate), N1C(COCC1)C(=O)O (morpholine-3-carboxylic acid). Yields the product ClC1=C(C=CC(=C1)F)C1C(=C(NC(=N1)C1=NC=CC=C1)CN1C(COCC1)C(=O)O)C(=O)OCC (4-((6-(2-chloro-4-fluorophenyl)-5-(ethoxycarbonyl)-2-(pyridin-2-yl)-3,6-dihydropyrimidin-4-yl)methyl)morpholine-3-carboxylic acid). Isolated yield 54.6%. RXN SMILES: Br[CH2:2][C:3]1[NH:8][C:7]([C:9]2[CH:14]=[CH:13][CH:12]=[CH:11][N:10]=2)=[N:6][CH:5]([C:15]2[CH:20]=[CH:19][C:18]([F:21])=[CH:17][C:16]=2[Cl:22])[C:4]=1[C:23]([O:25][CH2:26][CH3:27])=[O:24].[NH:28]1[CH2:33][CH2:32][O:31][CH2:30][CH:29]1[C:34]([OH:36])=[O:35]>>[Cl:22][C:16]1[CH:17]=[C:18]([F:21])[CH:19]=[CH:20][C:15]=1[CH:5]1[N:6]=[C:7]([C:9]2[CH:14]=[CH:13][CH:12]=[CH:11][N:10]=2)[NH:8][C:3]([CH2:2][N:28]2[CH2:33][CH2:32][O:31][CH2:30][CH:29]2[C:34]([OH:36])=[O:35])=[C:4]1[C:23]([O:25][CH2:26][CH3:27])=[O:24]. Procedure details: Ethyl 6-(bromomethyl)-4-(2-chloro-4-fluorophenyl)-2-(pyridin-2-yl)-1,4-dihydropyrimidine-5-carboxylate (0.69 g, 1.53 mmol) (The compound was synthesized according to the procedure as described in WO2010069147) was reacted with morpholine-3-carboxylic acid (0.2 g, 1.53 mmol) according to the procedure as described in Example 28 to give the title compound as a yellow solid (0.42 g, 55%). The compound was characterized by the following spectroscopic data: Reactants: solid, Cl.Cl.Cl.O1CCC=2C1=C(N=CC2)N2CCN(CC2)CC[C@@H]2CC[C@H](CC2)N (trans-4-{2-[4-(2,3-dihydro-furo[2,3-c]pyridin-7-yl)-piperazin-1-yl]-ethyl}-cyclohexylamine trihydrochloride), Cl.Cl.Cl.O1CCC=2C1=C(N=CC2)N2CCN(CC2)CC[C@@H]2CC[C@H](CC2)N (trans-4-{2-[4-(2,3-dihydro-furo[2,3-c]pyridin-7-yl)-piperazin-1-yl]-ethyl}-cyclohexylamine trihydrochloride), COC(CCC(=O)OC)OC (methyl 4,4-dimethoxy-butanoate). The product is O1CCC=2C1=C(N=CC2)N2CCN(CC2)CC[C@@H]2CC[C@H](CC2)NC(CCC(OC)OC)=O (trans-N-(4-{2-[4-(2,3-Dihydro-furo[2,3-c]pyridin-7-yl)-piperazin-1-yl]-ethyl}-cyclohexyl)-4,4-dimethoxy-butyramide). RXN SMILES: Cl.Cl.Cl.[O:4]1[C:8]2=[C:9]([N:13]3[CH2:18][CH2:17][N:16]([CH2:19][CH2:20][C@H:21]4[CH2:26][CH2:25][C@H:24]([NH2:27])[CH2:23][CH2:22]4)[CH2:15][CH2:14]3)[N:10]=[CH:11][CH:12]=[C:7]2[CH2:6][CH2:5]1.[CH3:28][O:29][CH:30]([O:37][CH3:38])[CH2:31][CH2:32][C:33](OC)=[O:34]>>[O:4]1[C:8]2=[C:9]([N:13]3[CH2:18][CH2:17][N:16]([CH2:19][CH2:20][C@H:21]4[CH2:26][CH2:25][C@H:24]([NH:27][C:33](=[O:34])[CH2:32][CH2:31][CH:30]([O:37][CH3:38])[O:29][CH3:28])[CH2:23][CH2:22]4)[CH2:15][CH2:14]3)[N:10]=[CH:11][CH:12]=[C:7]2[CH2:6][CH2:5]1 |f:0.1.2.3|. Reported procedure: The title compound, white solid (110 mg, 96%), MS (ISP) m/z=461.4 [(M+H)+], mp 204.5° C., was prepared in accordance with the general method of example 5 from trans-4-{2-[4-(2,3-dihydro-furo[2,3-c]pyridin-7-yl)-piperazin-1-yl]-ethyl}-cyclohexylamine trihydrochloride (intermediate B) (110 mg, 0.25 mmol) and methyl 4,4-dimethoxy-butanoate. The reactants are ClC=1C=CC(=C(C1)C1=CC(N(C=C1)C(C(=O)O)C)=O)C#N (2-[4-(5-Chloro-2-cyanophenyl)-2-oxopyridin-1(2H)-yl]propanoic acid), N1C(=NC=C1)C1=CC=C(N)C=C1 (4-(1H-Imidazol-2-yl)aniline). Yields the product ClC=1C=CC(=C(C1)C1=CC(N(C=C1)C(C(=O)NC1=CC=C(C=C1)C=1NC=CN1)C)=O)C#N (2-[4-(5-Chloro-2-cyanophenyl)-2-oxopyridin-1(2H)-yl]-N-[4-(1H-imidazol-2-yl)phenyl]propanamide). RXN SMILES: [Cl:1][C:2]1[CH:3]=[CH:4][C:5]([C:20]#[N:21])=[C:6]([C:8]2[CH:13]=[CH:12][N:11]([CH:14]([CH3:18])[C:15]([OH:17])=O)[C:10](=[O:19])[CH:9]=2)[CH:7]=1.[NH:22]1[CH:26]=[CH:25][N:24]=[C:23]1[C:27]1[CH:33]=[CH:32][C:30]([NH2:31])=[CH:29][CH:28]=1>>[Cl:1][C:2]1[CH:3]=[CH:4][C:5]([C:20]#[N:21])=[C:6]([C:8]2[CH:13]=[CH:12][N:11]([CH:14]([CH3:18])[C:15]([NH:31][C:30]3[CH:29]=[CH:28][C:27]([C:23]4[NH:24][CH:25]=[CH:26][N:22]=4)=[CH:33][CH:32]=3)=[O:17])[C:10](=[O:19])[CH:9]=2)[CH:7]=1. Procedure: 71 mg (0.23 mmol) of 2-[4-(5-chloro-2-cyanophenyl)-2-oxopyridin-1(2H)-yl]propanoic acid (racemate) (Example 2.2B) and 40 mg (0.25 mmol) of 4-(1H-imidazol-2-yl)aniline (Example 1.2A) were reacted according to General Method 1. Yield: 4 mg (4% of theory) Reactants: CC(=CC(=O)O)C=CCC(CCC=C(C)C)C (3,7,11-trimethyldodeca-2,4,10-trienoic acid), C(C)[Li] (ethyl lithium), Cl (hydrochloric acid), CCOCC (ether), solution. Run in C1=CC=CC=C1 (benzene). Conditions: time 3 hour. Yields the product CC(=CC(CC)=O)C=CCC(CCC=C(C)C)C (5,9,13-trimethyltetradeca-4,6,12-trien-3-one). As a reaction SMILES: [CH3:1][C:2]([CH:7]=[CH:8][CH2:9][CH:10]([CH3:17])[CH2:11][CH2:12][CH:13]=[C:14]([CH3:16])[CH3:15])=[CH:3][C:4]([OH:6])=O.[CH3:18][CH2:19]OCC.C([Li])C.Cl>C1C=CC=CC=1>[CH3:1][C:2]([CH:7]=[CH:8][CH2:9][CH:10]([CH3:17])[CH2:11][CH2:12][CH:13]=[C:14]([CH3:16])[CH3:15])=[CH:3][C:4](=[O:6])[CH2:18][CH3:19]. Procedure details: To a stirred solution of 2.4 g. of 3,7,11-trimethyldodeca-2,4,10-trienoic acid in 20 ml. of dry ether is added slowly, at 0°, 23 ml. of a one molar solution of ethyl lithium in benzene. After about 3 hours at 20°, the mixture is poured into iced 1N hydrochloric acid (100 ml.) with vigorous stirring. The ether layer is separated, combined with ethereal washings of the aqueous phase, washed with water, saturated potassium bicarbonate and then saturated brine, dried over magnesium sulfate and conce... Starting materials: C(C=C)(=O)OCCOS(=O)(=O)C1=CC=C(C=C1)C (2-(toluene-4-sulfonyloxy)ethyl acrylate), CC(C)(C#N)N=NC(C)(C)C#N (AIBN), C(C=C)(=O)OCCO (2-hydroxyethyl acrylate), C(C(=C)C)(=O)OC (methyl methacrylate). Run in O1CCCC1 (tetrahydrofuran). Reaction conditions: temperature 67.5 celsius. Product: C(C=C)(=O)OCCOS(=O)(=O)C1=CC=C(C=C1)C.C(C=C)(=O)OCCO (2-(toluene-4-sulfonyloxy)ethyl acrylate 2-hydroxyethyl acrylate). Isolated yield 65.0%. As a reaction SMILES: [C:1]([O:5][CH2:6][CH2:7][O:8][S:9]([C:12]1[CH:17]=[CH:16][C:15]([CH3:18])=[CH:14][CH:13]=1)(=[O:11])=[O:10])(=[O:4])[CH:2]=[CH2:3].[C:19]([O:23][CH2:24][CH2:25][OH:26])(=[O:22])[CH:20]=[CH2:21].C(OC)(=O)C(C)=C.CC(N=NC(C#N)(C)C)(C#N)C>O1CCCC1>[C:1]([O:5][CH2:6][CH2:7][O:8][S:9]([C:12]1[CH:17]=[CH:16][C:15]([CH3:18])=[CH:14][CH:13]=1)(=[O:10])=[O:11])(=[O:4])[CH:2]=[CH2:3].[C:19]([O:23][CH2:24][CH2:25][OH:26])(=[O:22])[CH:20]=[CH2:21] |f:5.6|. Procedure details: In a 500 ml round-bottom flask was placed 0.3 mole of 2-(toluene-4-sulfonyloxy)ethyl acrylate, 0.3 mole of 2-hydroxyethyl acrylate, 0.25 mole of methyl methacrylate, 300 g of tetrahydrofuran (THF), and 0.1 g-3 g of AIBN. The reaction mixture was heated at 60-75° C. for 5-20 hours. The product was precipitated in ethyl ether or n-hexane, filtered and dried to provide poly [2-(toluene-4-sulfonyloxy)ethyl acrylate/2-hydroxyethyl acrylate-/methyl methacrylate] represented by the following chemical f... Reactants: ONC(C=1C=C2C=C(NC2=CC1)C(=O)OCC)=N (Ethyl 5-[(hydroxyamino)(imino)methyl]-1H-indole-2-carboxylate), CCN=C=NCCCN(C)C (EDCI), C=1C=CC2=C(C1)N=NN2O (HOBT), ClC=1C=C(C(=O)O)C=CC1OC(C)C (3-chloro-4-[(1-methylethyl)oxy]benzoic acid). Solvent: CN(C)C=O (DMF). Conditions: temperature 80 celsius, time 15 minute. Yields the product ClC=1C=C(C=CC1OC(C)C)C1=NC(=NO1)C=1C=C2C=C(NC2=CC1)C(=O)OCC (ethyl 5-(5-{3-chloro-4-[(1-methylethyl)oxy]phenyl}-1,2,4-oxadiazol-3-yl)-1H-indole-2-carboxylate). The yield is 28.6%. As a reaction SMILES: CCN=C=NCCCN(C)C.C1C=CC2N(O)N=NC=2C=1.[Cl:22][C:23]1[CH:24]=[C:25]([CH:29]=[CH:30][C:31]=1[O:32][CH:33]([CH3:35])[CH3:34])[C:26]([OH:28])=O.O[NH:37][C:38](=[NH:53])[C:39]1[CH:40]=[C:41]2[C:45](=[CH:46][CH:47]=1)[NH:44][C:43]([C:48]([O:50][CH2:51][CH3:52])=[O:49])=[CH:42]2>CN(C=O)C>[Cl:22][C:23]1[CH:24]=[C:25]([C:26]2[O:28][N:53]=[C:38]([C:39]3[CH:40]=[C:41]4[C:45](=[CH:46][CH:47]=3)[NH:44][C:43]([C:48]([O:50][CH2:51][CH3:52])=[O:49])=[CH:42]4)[N:37]=2)[CH:29]=[CH:30][C:31]=1[O:32][CH:33]([CH3:35])[CH3:34]. Procedure: EDCI (144 mg) and HOBT (104 mg) were added to a solution of 3-chloro-4-[(1-methylethyl)oxy]benzoic acid (D32) (150 mg) in DMF (5 mL) at RT. The resulting solution was stirred for 15 min. Ethyl 5-[(hydroxyamino)(imino)methyl]-1H-indole-2-carboxylate (D22) (173 mg) was added and the reaction mixture was stirred at RT for 30 min. The reaction mixture was heated to 80° C. and stirred at that temperature for 5 hours. Most of the DMF was evaporated. EtOAc (50 mL) was added and the organic solution was...